This data is from the Open Reaction Database (ORD), a public repository of structured organic reaction records. The task is: describe an organic reaction: reactants, conditions, products, and yield The reactants are C1(CC1)COCC=1C=CC(=NC1C)NC(C(C)(C)C)=O (N-(5-cyclopropylmethoxymethyl-6-methyl-pyridin-2-yl)-2,2-dimethyl-propionamide), [OH-].[Na+] (NaOH). Product: C1(CC1)COCC=1C=CC(=NC1C)N (5-Cyclopropylmethoxymethyl-6-methyl-pyridin-2-ylamine). As a reaction SMILES: [CH:1]1([CH2:4][O:5][CH2:6][C:7]2[CH:8]=[CH:9][C:10]([NH:14]C(=O)C(C)(C)C)=[N:11][C:12]=2[CH3:13])[CH2:3][CH2:2]1.[OH-].[Na+]>>[CH:1]1([CH2:4][O:5][CH2:6][C:7]2[CH:8]=[CH:9][C:10]([NH2:14])=[N:11][C:12]=2[CH3:13])[CH2:3][CH2:2]1 |f:1.2|. Procedure: This material was prepared in analogy to example 86 step B] from N-(5-cyclopropylmethoxymethyl-6-methyl-pyridin-2-yl)-2,2-dimethyl-propionamide (0.357 g) and 3M aqueous NaOH (2.68 mL) as a dark red oil (0.163 g). MS (EI): 192.2 (M+). The reactants are Cl.CN(C1(CCC(CC1)=CC(=O)NCCCC1=CNC2=CC=CC=C12)C1=CC=CC=C1)C (2-(4-Dimethylamino-4-phenylcyclohexylidene)-N-[3-(1H-indol-3-yl)propyl]acetamide hydrochloride), Cl.CN(C1(CCC(CC1)=CC(=O)NCCCC1=CNC2=CC=CC=C12)C1=CC=CC=C1)C (2-(4-Dimethylamino-4-phenylcyclohexylidene)-N-[3-(1H-indol-3-yl)propyl]acetamide hydrochloride). Reagents/catalysts: [Pd] (Palladium-on-charcoal). The solvent is CO (methanol). Conditions: time 6 hour. Yields the product CN(C1(CCC(CC1)CC(=O)NCCCC1=CNC2=CC=CC=C12)C1=CC=CC=C1)C (2-(4-Dimethylamino-4-phenylcyclohexyl)-N-[3-(1H-indol-3-yl)propyl]-acetamide). The yield is 29.0%. As a reaction SMILES: Cl.[CH3:2][N:3]([CH3:32])[C:4]1([C:26]2[CH:31]=[CH:30][CH:29]=[CH:28][CH:27]=2)[CH2:9][CH2:8][C:7](=[CH:10][C:11]([NH:13][CH2:14][CH2:15][CH2:16][C:17]2[C:25]3[C:20](=[CH:21][CH:22]=[CH:23][CH:24]=3)[NH:19][CH:18]=2)=[O:12])[CH2:6][CH2:5]1>[Pd].CO>[CH3:32][N:3]([CH3:2])[C:4]1([C:26]2[CH:31]=[CH:30][CH:29]=[CH:28][CH:27]=2)[CH2:9][CH2:8][CH:7]([CH2:10][C:11]([NH:13][CH2:14][CH2:15][CH2:16][C:17]2[C:25]3[C:20](=[CH:21][CH:22]=[CH:23][CH:24]=3)[NH:19][CH:18]=2)=[O:12])[CH2:6][CH2:5]1 |f:0.1|. Procedure: Palladium-on-charcoal (5%, 20 mg) was added to a solution of 2-(4-dimethylamino-4-phenyl-cyclohexylidene)-N-[3-(1H-indol-3-yl)propyl]-acetamide (base of Example 16; 305 mg, 0.734 mmol) in abs. methanol (30 ml). The reaction mixture was hydrogenated at RT under a pressure of 3 bar for 6 h. The catalyst was separated off over Celite and the filtrate was concentrated. After separation of the residue (289 mg) by chromatography on silica gel (20 g) with EA/methanol (2:1), the product was isolated as ...